Dataset: the Open Reaction Database (ORD), a public repository of structured organic reaction records. Task: describe an organic reaction: reactants, conditions, products, and yield Starting materials: ClC=1C=CC2=C(C(=NC(C(=N2)NN)C)C2=CC=CC=C2)C1 (7-chloro-2-hydrazino-3-methyl-5-phenyl-3H-1,4-benzodiazepine), CN1CCN(CC1)CCCC(C(=O)O)=O (5-(4-methylpiperazino)-2-oxopentanoic acid). Product: ClC=1C=CC2=C(C(=NC(C(=N2)NN=C(CCCN2CCN(CC2)C)C(=O)O)C)C2=CC=CC=C2)C1 (7-chloro-2[[1-carboxy-4-(4-methylpiperazino)butylidene]hydrazino]-3-methyl-5-phenyl-3H-1,4-benzodiazepine). Reaction SMILES: [Cl:1][C:2]1[CH:3]=[CH:4][C:5]2[N:11]=[C:10]([NH:12][NH2:13])[CH:9]([CH3:14])[N:8]=[C:7]([C:15]3[CH:20]=[CH:19][CH:18]=[CH:17][CH:16]=3)[C:6]=2[CH:21]=1.[CH3:22][N:23]1[CH2:28][CH2:27][N:26]([CH2:29][CH2:30][CH2:31][C:32](=O)[C:33]([OH:35])=[O:34])[CH2:25][CH2:24]1>>[Cl:1][C:2]1[CH:3]=[CH:4][C:5]2[N:11]=[C:10]([NH:12][N:13]=[C:32]([C:33]([OH:35])=[O:34])[CH2:31][CH2:30][CH2:29][N:26]3[CH2:27][CH2:28][N:23]([CH3:22])[CH2:24][CH2:25]3)[CH:9]([CH3:14])[N:8]=[C:7]([C:15]3[CH:20]=[CH:19][CH:18]=[CH:17][CH:16]=3)[C:6]=2[CH:21]=1. Procedure details: In the manner given in Example 13, 7-chloro-2-hydrazino-3-methyl-5-phenyl-3H-1,4-benzodiazepine can be stirred with 5-(4-methylpiperazino)-2-oxopentanoic acid at room temperature to give 7-chloro-2[[1-carboxy-4-(4-methylpiperazino)butylidene]hydrazino]-3-methyl-5-phenyl-3H-1,4-benzodiazepine.